Dataset: the Open Reaction Database (ORD), a public repository of structured organic reaction records. Task: describe an organic reaction: reactants, conditions, products, and yield Starting materials: C1(CC1)S(=O)(=O)C1=CC=C(C=C1)C(CC1CCOCC1)C1=CC=C(N1)C1=NN=C(S1)CO ([5-(5-{1-[4-(cyclopropylsulfonyl)phenyl]-2-(tetrahydro-2H-pyran-4-yl)ethyl}-1H-pyrrol-2-yl)-1,3,4-thiadiazol-2-yl]methanol), CC(=O)OI1(C=2C=CC=CC2C(=O)O1)(OC(=O)C)OC(=O)C (Dess-Martin reagent), C(O)([O-])=O.[Na+] (sodium hydrogen carbonate). Solvent: C(C)#N (acetonitrile). Reaction conditions: temperature 80 celsius, time 30 minute. Product: C1(CC1)S(=O)(=O)C1=CC=C(C=C1)C(CC1CCOCC1)C1=CC=C(N1)C1=NN=C(S1)C=O (5-(5-{1-[4-(cyclopropylsulfonyl)phenyl]-2-(tetrahydro-2H-pyran-4-yl)ethyl}-1H-pyrrol-2-yl)-1,3,4-thiadiazole-2-carbaldehyde). The yield is 100.4%. As a reaction SMILES: [CH:1]1([S:4]([C:7]2[CH:12]=[CH:11][C:10]([CH:13]([C:21]3[NH:25][C:24]([C:26]4[S:30][C:29]([CH2:31][OH:32])=[N:28][N:27]=4)=[CH:23][CH:22]=3)[CH2:14][CH:15]3[CH2:20][CH2:19][O:18][CH2:17][CH2:16]3)=[CH:9][CH:8]=2)(=[O:6])=[O:5])[CH2:3][CH2:2]1.CC(OI1(OC(C)=O)(OC(C)=O)OC(=O)C2C=CC=CC1=2)=O.C(=O)([O-])O.[Na+]>C(#N)C>[CH:1]1([S:4]([C:7]2[CH:12]=[CH:11][C:10]([CH:13]([C:21]3[NH:25][C:24]([C:26]4[S:30][C:29]([CH:31]=[O:32])=[N:28][N:27]=4)=[CH:23][CH:22]=3)[CH2:14][CH:15]3[CH2:16][CH2:17][O:18][CH2:19][CH2:20]3)=[CH:9][CH:8]=2)(=[O:5])=[O:6])[CH2:3][CH2:2]1 |f:2.3|. Procedure details: To a solution of [5-(5-{1-[4-(cyclopropylsulfonyl)phenyl]-2-(tetrahydro-2H-pyran-4-yl)ethyl}-1H-pyrrol-2-yl)-1,3,4-thiadiazol-2-yl]methanol (700 mg) in acetonitrile (10 mL) was added Dess-Martin reagent (752 mg), and the mixture was stirred at 80° C. for 30 min. The reaction mixture was cooled to room temperature, saturated aqueous sodium hydrogen carbonate solution was added and the mixture was stirred for 20 min. The insoluble material was removed by filtration through celite, and the filtrate... Reactants: O=CC(=O)O, COc1ccc(OC)c(C=CC(C)=O)c1, CC(=O)O, O, O. Yields the product COc1ccc(OC)c(C=CC(=O)C=CC(=O)O)c1. As a reaction SMILES: [C:17]([CH:18]=[O:19])(=[O:20])[OH:21].[CH3:1][O:2][c:3]1[c:4]([CH:11]=[CH:12][C:13]([CH3:14])=[O:15])[cH:5][c:6]([O:9][CH3:10])[cH:7][cH:8]1.[CH3:22][C:23](=[O:24])[OH:25].[OH2:16].[OH2:26]>>[CH3:1][O:2][c:3]1[c:4]([CH:11]=[CH:12][C:13]([CH:14]=[CH:18][C:17](=[O:20])[OH:21])=[O:15])[cH:5][c:6]([O:9][CH3:10])[cH:7][cH:8]1. The reactants are Cl (hydrochloric acid), ClC1=CC(=C(C(=O)NCCN(CC)CC)C=C1C#N)OC (4-chloro-5-cyano-N-(2-diethylaminoethyl)-2-methoxybenzamide), Cl (hydrochloride). The solvent is CC(=O)C (acetone). The product is Cl.ClC1=CC(=C(C(=O)NCCN(CC)CC)C=C1C#N)OC (4-chloro-5-cyano-N-(2-diethylaminoethyl)-2-methoxybenzamide hydrochloride). As a reaction SMILES: [Cl:1][C:2]1[C:17]([C:18]#[N:19])=[CH:16][C:5]([C:6]([NH:8][CH2:9][CH2:10][N:11]([CH2:14][CH3:15])[CH2:12][CH3:13])=[O:7])=[C:4]([O:20][CH3:21])[CH:3]=1.Cl>CC(C)=O>[ClH:1].[Cl:1][C:2]1[C:17]([C:18]#[N:19])=[CH:16][C:5]([C:6]([NH:8][CH2:9][CH2:10][N:11]([CH2:14][CH3:15])[CH2:12][CH3:13])=[O:7])=[C:4]([O:20][CH3:21])[CH:3]=1 |f:3.4|. Reported procedure: 30 g of 4-chloro-5-cyano-N-(2-diethylaminoethyl)-2-methoxybenzamide are dissolved in 100 ml of acetone and, while stirring and cooling with ice, the pH is adjusted to 5 with ethereal hydrochloric acid, the hydrochloride crystallising out. The crystals are filtered off with suction and washed twice with a small amount of acetone, the salt is dried under a high vacuum at 60° and 4-chloro-5-cyano-N-(2-diethylaminoethyl)-2-methoxybenzamide hydrochloride having a melting point of 189°-190° (decomposi... Starting materials: CCOCC (ether), S(=O)(=O)(C(F)(F)F)OS(=O)(=O)C(F)(F)F (triflic anhydride), N1=C(C=CC=C1C)C (2,6-lutidine), COC(C1=C(C=CC=C1)OC1=C(C(=CC=C1)OCCCOC1=C(C=C(C(=C1)OCC1=CC=CC=C1)C(CO)=O)CC)CCC)=O (2-(3-{3-[5-benzyloxy-2-ethyl-4-(2-hydroxyacetyl)phenoxy]propoxy}-2-propylphenoxy)benzoic acid methyl ester). Run in O (water), C(Cl)Cl (methylene chloride). Conditions: temperature 120 celsius, time 1 hour. Product: C(C)C1=C(OCCCOC=2C(=C(OC3=C(C(=O)O)C=CC=C3)C=CC2)CCC)C=C(C(=C1)C=1N=COC1)O (2-{3-[3-(2-Ethyl-5-hydroxy-4-oxazol-4-yl-phenoxy)propoxy]-2-propyl-phenoxy}benzoic acid). Isolated yield 6.0%. RXN SMILES: C[O:2][C:3](=[O:45])[C:4]1[CH:9]=[CH:8][CH:7]=[CH:6][C:5]=1[O:10][C:11]1[CH:16]=[CH:15][CH:14]=[C:13]([O:17][CH2:18][CH2:19][CH2:20][O:21][C:22]2[CH:27]=[C:26]([O:28]CC3C=CC=CC=3)C(C(=O)CO)=CC=2CC)[C:12]=1[CH2:42][CH2:43][CH3:44].S(OS(C(F)(F)F)(=O)=O)(C(F)(F)F)(=O)=O.[N:61]1[C:66]([CH3:67])=[CH:65][CH:64]=[CH:63][C:62]=1[CH3:68].C[CH2:70][O:71]CC>C(Cl)Cl.O>[CH2:62]([C:63]1[CH:64]=[C:65]([C:66]2[N:61]=[CH:70][O:71][CH:67]=2)[C:26]([OH:28])=[CH:27][C:22]=1[O:21][CH2:20][CH2:19][CH2:18][O:17][C:13]1[C:12]([CH2:42][CH2:43][CH3:44])=[C:11]([CH:16]=[CH:15][CH:14]=1)[O:10][C:5]1[CH:6]=[CH:7][CH:8]=[CH:9][C:4]=1[C:3]([OH:45])=[O:2])[CH3:68]. Procedure: To a solution of 2-(3-{3-[5-benzyloxy-2-ethyl-4-(2-hydroxyacetyl)phenoxy]propoxy}-2-propylphenoxy)benzoic acid methyl ester (1.39 g, 2.27 mmol) in methylene chloride (20 mL) cooled to −78° C. was added triflic anhydride (0.57 mL, 3.4 mmol) and 2,6-lutidine (0.40 mL, 3.4 mmol). The resulting mixture was stirred for 1 h then poured into ether and water. The organic layer was separated and washed once with saturated sodium chloride solution, dried (sodium sulfate), filtered, and concentrated in vac... Reactants: CCOC(=O)C (EtOAc), C=O (Formaldehyde), C(C)OC(C(C(=O)O)C(C)C1CCN(CC1)C(=O)OC(C)(C)C)=O (2-[1-(1-tert-butoxycarbonyl-piperidin4-yl)-ethyl]-malonic acid monoethyl ester), C(C)NCC (Diethylamine). Run in C(Cl)Cl (methylene chloride). Yields the product C(C)(C)(C)OC(=O)N1CCC(CC1)C(C(=C)C(=O)OCC)C (4-(2-ethoxycarbonyl-1-methyl-allyl)-piperidine-1-carboxylic acid tert-butyl ester). Isolated yield 47.7%. Reaction SMILES: C=O.[CH2:3]([O:5][C:6](=[O:26])[CH:7]([CH:11]([CH:13]1[CH2:18][CH2:17][N:16]([C:19]([O:21][C:22]([CH3:25])([CH3:24])[CH3:23])=[O:20])[CH2:15][CH2:14]1)[CH3:12])[C:8](O)=O)[CH3:4].C(NCC)C.CCOC(C)=O>C(Cl)Cl>[C:22]([O:21][C:19]([N:16]1[CH2:17][CH2:18][CH:13]([CH:11]([CH3:12])[C:7]([C:6]([O:5][CH2:3][CH3:4])=[O:26])=[CH2:8])[CH2:14][CH2:15]1)=[O:20])([CH3:25])([CH3:24])[CH3:23]. Procedure: Formaldehyde (132 mg, 1.65 mmol, 37% in water) was added to a solution of of crude 2-[1-(1-tert-butoxycarbonyl-piperidin4-yl)-ethyl]-malonic acid monoethyl ester (416 mg) in methylene chloride (2 mL) at 0° C. Diethylamine (153 μL, 1.47 mmol) was added dropwise and the mixture was stirred at room temperature over night. EtOAc was added and the mixture was washed with water and saturated NaHCO3, dried and concentrated under reduced pressure. The crude was purified by flash chromatography (toluene/... The reactants are BrC=1N=C(N(C1C1=NC(=NC=C1)Cl)COCC[Si](C)(C)C)C1CC1 (4-(4-bromo-2-cyclopropyl-1-((2-(trimethylsilyl)ethoxy)methyl)-1H-imidazol-5-yl)-2-chloropyrimidine), CCN(C(C)C)C(C)C (DIEA), NCC(C#N)C (3-amino-2-methylpropanenitrile), C(=O)([O-])[O-].[Na+].[Na+] (Na2CO3). Run in CN1CCCC1=O (NMP). Run at temperature 90 celsius. The product is BrC=1N=C(N(C1C1=NC(=NC=C1)NCC(C#N)C)COCC[Si](C)(C)C)C1CC1 (3-(4-(4-bromo-2-cyclopropyl-1-((2-(trimethylsilyl)ethoxy)methyl)-1H-imidazol-5-yl)pyrimidin-2-ylamino)-2-methylpropanenitrile). The yield is 100.0%. Reaction SMILES: [Br:1][C:2]1[N:3]=[C:4]([CH:22]2[CH2:24][CH2:23]2)[N:5]([CH2:14][O:15][CH2:16][CH2:17][Si:18]([CH3:21])([CH3:20])[CH3:19])[C:6]=1[C:7]1[CH:12]=[CH:11][N:10]=[C:9](Cl)[N:8]=1.CCN(C(C)C)C(C)C.[NH2:34][CH2:35][CH:36]([CH3:39])[C:37]#[N:38].C([O-])([O-])=O.[Na+].[Na+]>CN1C(=O)CCC1>[Br:1][C:2]1[N:3]=[C:4]([CH:22]2[CH2:24][CH2:23]2)[N:5]([CH2:14][O:15][CH2:16][CH2:17][Si:18]([CH3:21])([CH3:20])[CH3:19])[C:6]=1[C:7]1[CH:12]=[CH:11][N:10]=[C:9]([NH:38][CH2:37][CH:36]([CH3:39])[C:35]#[N:34])[N:8]=1 |f:3.4.5|. Reported procedure: A solution of 4-(4-bromo-2-cyclopropyl-1-((2-(trimethylsilyl)ethoxy)methyl)-1H-imidazol-5-yl)-2-chloropyrimidine (2.5 g, 5.8 mmol), DIEA (2.0 mL, 11.6 mmol), and 3-amino-2-methylpropanenitrile (1.49 g, 17.7 mmol) in NMP (10 mL) was treated with Na2CO3 (1.23 g, 11.6 mmol) and the resulting reaction mixture heated at 90° C. overnight. The reaction was allowed to cool to room temperature and was partitioned between EtOAc (75 mL) and water (100 mL). The layers were separated and the organic portion ...